The task is: describe an organic reaction: reactants, conditions, products, and yield. This data is from the Open Reaction Database (ORD), a public repository of structured organic reaction records. The reactants are CCN1CCOCC1, Cl, O=[N+]([O-])c1ccccc1F, Cc1nn(C)c(C(=O)N(C)C)c1N. The product is Cc1nn(C)c(C(=O)N(C)C)c1Nc1ccccc1[N+](=O)[O-]. RXN SMILES: [CH2:24]([N:25]1[CH2:26][CH2:27][O:28][CH2:29][CH2:30]1)[CH3:31].[ClH:32].[F:14][c:15]1[c:16]([N+:21](=[O:22])[O-:23])[cH:17][cH:18][cH:19][cH:20]1.[NH2:1][c:2]1[c:3]([CH3:13])[n:4][n:5]([CH3:12])[c:6]1[C:7](=[O:8])[N:9]([CH3:10])[CH3:11]>>[NH:1]([c:2]1[c:3]([CH3:13])[n:4][n:5]([CH3:12])[c:6]1[C:7](=[O:8])[N:9]([CH3:10])[CH3:11])[c:15]1[c:16]([N+:21](=[O:22])[O-:23])[cH:17][cH:18][cH:19][cH:20]1. Reactants: C(C)(=O)OC1C=CC(C1)O (3-acetoxy-5-hydroxycyclopent-1-ene), ClC=1C(C(=C(C(C1Cl)=O)C#N)C#N)=O (2,3-dichloro-5,6-dicyano-p-benzoquinone). Run in O1CCOCC1 (dioxane). Reaction conditions: temperature 60 celsius, time 48 hour. The product is C(C)(=O)OC1C=CC(C1)=O (4-acetoxycyclopent-2-en-1-one). RXN SMILES: [C:1]([O:4][CH:5]1[CH2:9][CH:8]([OH:10])[CH:7]=[CH:6]1)(=[O:3])[CH3:2].ClC1C(=O)C(C#N)=C(C#N)C(=O)C=1Cl>O1CCOCC1>[C:1]([O:4][CH:5]1[CH2:9][C:8](=[O:10])[CH:7]=[CH:6]1)(=[O:3])[CH3:2]. Procedure details: 144 milligrams of optically inactive 3-acetoxy-5-hydroxycyclopent-1-ene prepared as in Example 1 and 460 milligrams of 2,3-dichloro-5,6-dicyano-p-benzoquinone (DDQ) were dissolved in 5 milliliters of dioxane, after which the resulting solution was heated with stirring for 48 hours at 60° C. The precipitate separating out after the reaction was separated by filtration, and the filtrate was concentrated under reduced pressure to obtain a crude product. The reactants are CC(=O)OC(C)=O, O=C(O)C1CC(C(=O)O)N1, O, c1ccncc1. Product: CC(=O)N1C(C(=O)O)CC1C(=O)O. RXN SMILES: [CH3:17][C:18](=[O:19])[O:20][C:21](=[O:22])[CH3:23].[NH:1]1[CH:2]([C:8](=[O:9])[OH:10])[CH2:3][CH:4]1[C:5](=[O:6])[OH:7].[OH2:24].[cH:11]1[cH:12][cH:13][n:14][cH:15][cH:16]1>>[N:1]1([C:18]([CH3:17])=[O:19])[CH:2]([C:8](=[O:9])[OH:10])[CH2:3][CH:4]1[C:5](=[O:6])[OH:7]. Reactants: C(C=1C(O)=CC=CC1)=O (Salicylaldehyde), N1=CC=CC=C1 (pyridine), BrCC(=O)Br (bromoacetyl bromide). Run in ClCCl (dichloromethane). Reaction conditions: time 1 hour. Product: C(=O)C1=C(C=CC=C1)OC(CBr)=O (bromo-acetic acid 2-formyl-phenyl ester). The yield is 60.3%. As a reaction SMILES: [CH:1](=[O:9])[C:2]1[C:3](=[CH:5][CH:6]=[CH:7][CH:8]=1)[OH:4].N1C=CC=CC=1.[Br:16][CH2:17][C:18](Br)=[O:19]>ClCCl>[CH:1]([C:2]1[CH:8]=[CH:7][CH:6]=[CH:5][C:3]=1[O:4][C:18](=[O:19])[CH2:17][Br:16])=[O:9]. Reported procedure: To a solution of Salicylaldehyde (50 grams) and pyridine (48.5 grams) in dichloromethane (500 ml) maintained at 0-5° C. under nitrogen atmosphere was added dropwise bromoacetyl bromide (210.6 grams). The reaction mixture was stirred for one hour at the same temperature. The reaction mixture was washed with 1000 ml of water and 1500 ml of 5% sodium bicarbonate solution, dried over sodium sulphate followed by distillation of solvent under reduced pressure to get 60.0 grams of bromo-acetic acid 2-f... Starting materials: [N+](=O)([O-])C=1C=C(C=CC1)C1=C(N=NC(=C1)C1=CC=CC=C1)C(=O)OCC (ethyl 4-(3-nitrophenyl)-6-phenyl-3-pyridazinecarboxylate), N.CO (ammonia methanol). The solvent is C(Cl)Cl (methylene chloride). Yields the product [N+](=O)([O-])C=1C=C(C=CC1)C1=C(N=NC(=C1)C1=CC=CC=C1)C(=O)N (4-(3-nitrophenyl)-6-phenyl-3-p-yridazinecarboxamide). As a reaction SMILES: [N+:1]([C:4]1[CH:5]=[C:6]([C:10]2[CH:15]=[C:14]([C:16]3[CH:21]=[CH:20][CH:19]=[CH:18][CH:17]=3)[N:13]=[N:12][C:11]=2[C:22]([O:24]CC)=O)[CH:7]=[CH:8][CH:9]=1)([O-:3])=[O:2].[NH3:27].CO>C(Cl)Cl>[N+:1]([C:4]1[CH:5]=[C:6]([C:10]2[CH:15]=[C:14]([C:16]3[CH:17]=[CH:18][CH:19]=[CH:20][CH:21]=3)[N:13]=[N:12][C:11]=2[C:22]([NH2:27])=[O:24])[CH:7]=[CH:8][CH:9]=1)([O-:3])=[O:2] |f:1.2|. Procedure: To a solution of ethyl 4-(3-nitrophenyl)-6-phenyl-3-pyridazinecarboxylate (1 g) in methylene chloride (10 ml) was added ammonia-methanol solution (60 ml) which was prepared by bubbling an ammonia gas (14 g) into methanol (120 ml), and the mixture was stirred for hours at ambient temperature. After evaporating the solvent, the residue was recrystallized from methanol to give 4-(3-nitrophenyl)-6-phenyl-3-p-yridazinecarboxamide (0.78 g). Reactants: CC1(OCCO1)C1=CC=C(S1)CNC(C1=C(N=CC=C1)OC=1C=NC=CC1)=O (N-[5-(2-Methyl-[1,3]dioxolan-2-yl)-thiophen-2-ylmethyl]-2-(pyridin-3-yloxy)-nicotinamide). The solvent is Cl (hydrochloric acid), C(Cl)Cl (methylene chloride). Yields the product C(C)(=O)C1=CC=C(S1)CNC(C1=C(N=CC=C1)OC=1C=NC=CC1)=O (N-(5-Acetyl-thiophen-2-ylmethyl)-2-(pyridin-3-yloxy)-nicotinamide). RXN SMILES: [CH3:1][C:2]1([C:7]2[S:11][C:10]([CH2:12][NH:13][C:14](=[O:28])[C:15]3[CH:20]=[CH:19][CH:18]=[N:17][C:16]=3[O:21][C:22]3[CH:23]=[N:24][CH:25]=[CH:26][CH:27]=3)=[CH:9][CH:8]=2)OCC[O:3]1>Cl.C(Cl)Cl>[C:2]([C:7]1[S:11][C:10]([CH2:12][NH:13][C:14](=[O:28])[C:15]2[CH:20]=[CH:19][CH:18]=[N:17][C:16]=2[O:21][C:22]2[CH:23]=[N:24][CH:25]=[CH:26][CH:27]=2)=[CH:9][CH:8]=1)(=[O:3])[CH3:1]. Procedure: A solution of N-[5-(2-Methyl-[1,3]dioxolan-2-yl)-thiophen-2-ylmethyl]-2-(pyridin-3-yloxy)-nicotinamide (0.680 g) in 2 N hydrochloric acid (20 ml) and methylene chloride (20 ml) was stirred at room temperature over night. The mixture was extracted with chloroform, washed with water, dried over MgSO4, filtered and concentrated to give a solid which was triturated in diethyl ether to give a white solid. (0.480 g). M.P. 201-203° C.; Anal. calcd. for C18H15N3O3S: C, 61.18; H, 4.28; N, 11.89. Found: C... Starting materials: C(C)OC(CSCC1=CC=CC=2OC3=C(C21)C=CC(=C3)Cl)=O (2-(7-chlorodibenzofuran-1-ylmethylsulfanyl)acetic acid ethyl ester), CO.N (methanol ammonia). Reaction conditions: temperature 45 celsius, time 1 hour. Product: ClC1=CC2=C(C3=C(O2)C=CC=C3CSCC(=O)N)C=C1 (2-(7-chlorodibenzofuran-1-ylmethylsulfanyl)acetamide). RXN SMILES: C([O:3][C:4](=O)[CH2:5][S:6][CH2:7][C:8]1[C:16]2[C:15]3[CH:17]=[CH:18][C:19]([Cl:21])=[CH:20][C:14]=3[O:13][C:12]=2[CH:11]=[CH:10][CH:9]=1)C.CO.[NH3:25]>>[Cl:21][C:19]1[CH:18]=[CH:17][C:15]2[C:16]3[C:8]([CH2:7][S:6][CH2:5][C:4]([NH2:25])=[O:3])=[CH:9][CH:10]=[CH:11][C:12]=3[O:13][C:14]=2[CH:20]=1 |f:1.2|. Procedure details: A suspension of 2-(7-chlorodibenzofuran-1-ylmethylsulfanyl)acetic acid ethyl ester (Compound Ic; 3.77 g, 11.8 mmole) in 50 ml 7N methanol/ammonia was stirred at 45° C. for one hour, and then at RT for 2 days. The suspension was filtered, washed by methanol, dried in vacuum to give 2.56 g of white solid.